From a dataset of the Open Reaction Database (ORD), a public repository of structured organic reaction records. describe an organic reaction: reactants, conditions, products, and yield Starting materials: COC([C@@]1(OC2=C([C@@H]3[C@H]1O3)C=C(C=C2)[N+](=O)[O-])C)OC ((2R,3R,4R)-3,4-dihydro-2-dimethoxymethyl-3,4-epoxy-2-methyl-6-nitro-2H-1-benzopyran), COC1=C(C=CC=C1)NCC=1NC=CN1 (2-methoxyphenyl-1H-imidazol-2-ylmethylamine). The product is COC([C@@]1(OC2=C([C@@H]([C@H]1O)N(CC=1NC=CN1)C1=C(C=CC=C1)OC)C=C(C=C2)[N+](=O)[O-])C)OC ((2R,3R,4S)-3,4-dihydro-2-dimethoxymethyl-3-hydroxy-2-methyl-6-nitro-4-[N-(2-methoxyphenyl)-N-(1H-imidazol-2-ylmethyl)amino]-2H-1-benzopyran). The yield is 67.3%. As a reaction SMILES: [CH3:1][O:2][CH:3]([O:19][CH3:20])[C@@:4]1([CH3:18])[C@@H:9]2[O:10][C@@H:8]2[C:7]2[CH:11]=[C:12]([N+:15]([O-:17])=[O:16])[CH:13]=[CH:14][C:6]=2[O:5]1.[CH3:21][O:22][C:23]1[CH:28]=[CH:27][CH:26]=[CH:25][C:24]=1[NH:29][CH2:30][C:31]1[NH:32][CH:33]=[CH:34][N:35]=1>>[CH3:1][O:2][CH:3]([O:19][CH3:20])[C@@:4]1([CH3:18])[C@H:9]([OH:10])[C@@H:8]([N:29]([C:24]2[CH:25]=[CH:26][CH:27]=[CH:28][C:23]=2[O:22][CH3:21])[CH2:30][C:31]2[NH:35][CH:34]=[CH:33][N:32]=2)[C:7]2[CH:11]=[C:12]([N+:15]([O-:17])=[O:16])[CH:13]=[CH:14][C:6]=2[O:5]1. Reported procedure: The title compound (580 mg, 67%) was prepared using (2R,3R,4R)-3,4-dihydro-2-dimethoxymethyl-3,4-epoxy-2-methyl-6-nitro-2H-1-benzopyran (500 mg, 1.78 mmol) and 2-methoxyphenyl-1H-imidazol-2-ylmethylamine (231 mg, 1.78 mmol), according to the same procedure used for the preparation of example 1 above. The reactants are C(CC)C1=CC=C(C=C1)C1=COCCC1 (3-p-propylphenyl-4,5-dihydro-6H-pyran). The reagents and catalysts are [Ni] (Raney nickel). The solvent is C(C)O (ethanol). The product is C(CC)C1=CC=C(C=C1)C1COCCC1 (3-p-propylphenyltetrahydropyran). Reaction SMILES: [CH2:1]([C:4]1[CH:9]=[CH:8][C:7]([C:10]2[CH2:15][CH2:14][CH2:13][O:12][CH:11]=2)=[CH:6][CH:5]=1)[CH2:2][CH3:3]>C(O)C.[Ni]>[CH2:1]([C:4]1[CH:9]=[CH:8][C:7]([CH:10]2[CH2:15][CH2:14][CH2:13][O:12][CH2:11]2)=[CH:6][CH:5]=1)[CH2:2][CH3:3]. Procedure details: 10 g of 3-p-propylphenyl-4,5-dihydro-6H-pyran (obtainable by hydrolysis of 3-bromotetrahydropyran to give 3-hydroxytetrahydropyran, reaction with p-propylphenyl magnesium bromide to give 3-p-propylphenyl-3-hydroxy-tetrahydropyran followed by dehydration) are dissolved in 100 ml of ethanol and hydrogenated to standstill on 2 g of Raney nickel at 20° under 3 atmospheres. After decantation and evaporation, 3-p-propylphenyltetrahydropyran is obtained. Reactants: O=C(c1ncc[nH]1)c1ncc[nH]1, CC1(C)OC(=O)CC(=O)O1, CCOC(=O)C1=C(COCC(=O)O)NC(C)=C(C(=O)OC)C1c1cccc(Cl)c1Cl, ClCCl, c1ccncc1. Yields the product CCOC(=O)C1=C(COCC(C)=O)NC(C)=C(C(=O)OC)C1c1cccc(Cl)c1Cl. RXN SMILES: [C:1]([c:2]1[nH:3][cH:4][cH:5][n:6]1)([c:7]1[nH:8][cH:9][cH:10][n:11]1)=[O:12].[CH3:49][C:50]1([CH3:51])[O:52][C:53](=[O:54])[CH2:55][C:56](=[O:57])[O:58]1.[Cl:13][c:14]1[c:15]([CH:21]2[C:22]([C:38](=[O:39])[O:40][CH2:41][CH3:42])=[C:23]([CH2:32][O:33][CH2:34][C:35](=[O:36])[OH:37])[NH:24][C:25]([CH3:31])=[C:26]2[C:27](=[O:28])[O:29][CH3:30])[cH:16][cH:17][cH:18][c:19]1[Cl:20].[Cl:59][CH2:60][Cl:61].[cH:43]1[cH:44][cH:45][n:46][cH:47][cH:48]1>>[CH3:1][C:35]([CH2:34][O:33][CH2:32][C:23]1=[C:22]([C:38](=[O:39])[O:40][CH2:41][CH3:42])[CH:21]([c:15]2[c:14]([Cl:13])[c:19]([Cl:20])[cH:18][cH:17][cH:16]2)[C:26]([C:27](=[O:28])[O:29][CH3:30])=[C:25]([CH3:31])[NH:24]1)=[O:36].